Dataset: the Open Reaction Database (ORD), a public repository of structured organic reaction records. Task: describe an organic reaction: reactants, conditions, products, and yield Starting materials: O=c1cnc2c(SCc3cccc(F)c3F)nc(SCc3cccc(F)c3F)nc2[nH]1, CC(N)CO. Yields the product CC(CO)Nc1nc(SCc2cccc(F)c2F)nc2[nH]c(=O)cnc12. Reaction SMILES: [F:1][c:2]1[c:3]([CH2:9][S:10][c:11]2[n:12][c:13]3[nH:14][c:15](=[O:31])[cH:16][n:17][c:18]3[c:19]([S:21][CH2:22][c:23]3[cH:24][cH:25][cH:26][c:27]([F:28])[c:29]3[F:30])[n:20]2)[cH:4][cH:5][cH:6][c:7]1[F:8].[NH2:32][CH:33]([CH3:34])[CH2:35][OH:36]>>[F:1][c:2]1[c:3]([CH2:9][S:10][c:11]2[n:12][c:13]3[nH:14][c:15](=[O:31])[cH:16][n:17][c:18]3[c:19]([NH:32][CH:33]([CH3:34])[CH2:35][OH:36])[n:20]2)[cH:4][cH:5][cH:6][c:7]1[F:8]. Product: CCOC(=O)Cn1c(C(=O)OCC)cc(=O)c2cc(O)c(=O)ccc21. As a reaction SMILES: [Br:27][CH2:28][C:29](=[O:30])[O:31][CH2:32][CH3:33].[CH2:1]([CH3:2])[O:3][C:4](=[O:5])[c:6]1[cH:7][c:8](=[O:19])[c:9]2[c:10]([nH:11]1)[cH:12][cH:13][c:14](=[O:18])[c:15]([OH:17])[cH:16]2.[CH3:22][N:23]([CH3:24])[CH:25]=[O:26].[H-:20].[Na+:21].[OH2:34]>>[CH2:1]([CH3:2])[O:3][C:4](=[O:5])[c:6]1[cH:7][c:8](=[O:19])[c:9]2[c:10]([n:11]1[CH2:28][C:29](=[O:30])[O:31][CH2:32][CH3:33])[cH:12][cH:13][c:14](=[O:18])[c:15]([OH:17])[cH:16]2. The reactants are CCOC(=O)CBr, CCOC(=O)c1cc(=O)c2cc(O)c(=O)ccc2[nH]1, CN(C)C=O, [H-], [Na+], O. Starting materials: BrC1=C2CC(C(C2=CC=C1OC)=O)CCCC (4-bromo-2-butyl-5-methoxy-1-indanone), [Li+].[Cl-] (LiCl), C1=CC=C(C=C1)P(C2=CC=CC=C2)C3=CC=CC=C3 (PPh3), [Sn](C)(C)(C)C (Me4Sn). The reagents and catalysts are Cl[Pd]([P](C1=CC=CC=C1)(C2=CC=CC=C2)C3=CC=CC=C3)([P](C4=CC=CC=C4)(C5=CC=CC=C5)C6=CC=CC=C6)Cl (PdCl2(PPh3)2). Solvent: CN(C=O)C (dimethylformamide), O (water). Conditions: temperature 100 celsius. Yields the product C(CCC)C1C(C2=CC=C(C(=C2C1)C)OC)=O (2-butyl-5-methoxy-4-methyl-1-indanone). Yield: 496.7%. As a reaction SMILES: Br[C:2]1[C:10]([O:11][CH3:12])=[CH:9][CH:8]=[C:7]2[C:3]=1[CH2:4][CH:5]([CH2:14][CH2:15][CH2:16][CH3:17])[C:6]2=[O:13].[Li+].[Cl-].[CH:20]1C=CC(P(C2C=CC=CC=2)C2C=CC=CC=2)=CC=1.[Sn](C)(C)(C)C>CN(C)C=O.O.Cl[Pd](Cl)([P](C1C=CC=CC=1)(C1C=CC=CC=1)C1C=CC=CC=1)[P](C1C=CC=CC=1)(C1C=CC=CC=1)C1C=CC=CC=1>[CH2:14]([CH:5]1[CH2:4][C:3]2[C:7](=[CH:8][CH:9]=[C:10]([O:11][CH3:12])[C:2]=2[CH3:20])[C:6]1=[O:13])[CH2:15][CH2:16][CH3:17] |f:1.2,^1:52,71|. Procedure details: A solution of 4-bromo-2-butyl-5-methoxy-1-indanone (1.159 g, 3.90 mmol) in anhydrous dimethylformamide (39 mL) was treated with LiCl (455 mg, 10.73 mmol), PPh3 (205 mg, 0.78 mmol), PdCl2(PPh3)2 (205 mg, 0.292 mmol) and Me4Sn (1.08 mL, 7.80 mmol). The mixture was placed under a nitrogen atmosphere, then stirred and heated in an oil bath at 100° C. for 16.5 hours. After cooling to room temperature, the mixture was diluted with water (100 mL) and extracted with Et2O (100 mL, 2×25 mL). The ether ext...